From a dataset of the Open Reaction Database (ORD), a public repository of structured organic reaction records. describe an organic reaction: reactants, conditions, products, and yield Starting materials: Cc1nc2sccn2c(=O)c1-c1ccc(OC(F)(F)F)cc1, CC[O-], CCO, COc1cccc(C=O)c1OCC1CC1, [Na+]. The product is COc1cccc(C=Cc2nc3sccn3c(=O)c2-c2ccc(OC(F)(F)F)cc2)c1OCC1CC1. RXN SMILES: [CH3:1][c:2]1[n:3][c:4]2[n:5]([c:6](=[O:19])[c:7]1-[c:8]1[cH:9][cH:10][c:11]([O:14][C:15]([F:16])([F:17])[F:18])[cH:12][cH:13]1)[cH:20][cH:21][s:22]2.[CH3:39][CH2:40][O-:41].[CH3:42][CH2:43][OH:44].[CH:23]1([CH2:26][O:27][c:28]2[c:29]([CH:30]=[O:31])[cH:32][cH:33][cH:34][c:35]2[O:36][CH3:37])[CH2:24][CH2:25]1.[Na+:38]>>[CH:1]([c:2]1[n:3][c:4]2[n:5]([c:6](=[O:19])[c:7]1-[c:8]1[cH:9][cH:10][c:11]([O:14][C:15]([F:16])([F:17])[F:18])[cH:12][cH:13]1)[cH:20][cH:21][s:22]2)=[CH:30][c:29]1[c:28]([O:27][CH2:26][CH:23]2[CH2:24][CH2:25]2)[c:35]([O:36][CH3:37])[cH:34][cH:33][cH:32]1. Product: CC(C)n1cc(B2OC(C)(C)C(C)(C)O2)cn1. Reaction SMILES: [C:15](=[O:16])([O-:17])[O-:18].[CH3:1][C:2]1([CH3:14])[O:3][B:4]([c:9]2[cH:10][n:11][nH:12][cH:13]2)[O:5][C:6]1([CH3:7])[CH3:8].[Cs+:19].[Cs+:20].[I:21][CH:22]([CH3:23])[CH3:24].[O:26]=[CH:27][N:28]([CH3:29])[CH3:30].[OH2:25]>>[CH3:1][C:2]1([CH3:14])[O:3][B:4]([c:9]2[cH:10][n:11][n:12]([CH:22]([CH3:23])[CH3:24])[cH:13]2)[O:5][C:6]1([CH3:7])[CH3:8]. Reactants: O=C([O-])[O-], CC1(C)OB(c2cn[nH]c2)OC1(C)C, [Cs+], [Cs+], CC(C)I, CN(C)C=O, O. Starting materials: FC(C(=O)NC=1SC=C(N1)C(C(=O)O)=NOC1CCCC1)(F)F (2-[2-(2,2,2-trifluoroacetamido)thiazol-4-yl]-2-cyclopentyloxyiminoacetic acid), P(=O)(Cl)(Cl)Cl (phosphoryl chloride), NC1[C@@H]2N(C(=C(CS2)CSC2=NN=NN2CCO)C(=O)O)C1=O (7-amino-3-[1-(2-hydroxyethyl)-1H-tetrazol-5-yl-thiomethyl]-3-cephem-4-carboxylic acid), C[Si](C)(C)CC(=O)N (trimethylsilylacetamide). Run in C(C)(=O)OCC (ethyl acetate), O1CCCC1 (tetrahydrofuran), C(C)(=O)OCC (ethyl acetate), CN(C=O)C (N,N-dimethylformamide). Product: FC(C(=O)NC=1SC=C(N1)C(C(=O)NC1[C@@H]2N(C(=C(CS2)C(CCO)SC2=NN=NN2)C(=O)O)C1=O)=NOC1CCCC1)(F)F (7-[2-[2-(2,2,2-trifluoroacetamido)thiazol-4-yl]-2-cyclopentyloxyiminoacetamido]-3-[1-(2-hydroxyethyl)-1H-tetrazol-5-ylthiomethyl]-3-cephem-4-carboxylic acid). Isolated yield 90.8%. As a reaction SMILES: [F:1][C:2]([F:23])([F:22])[C:3]([NH:5][C:6]1[S:7][CH:8]=[C:9]([C:11](=[N:15][O:16][CH:17]2[CH2:21][CH2:20][CH2:19][CH2:18]2)[C:12]([OH:14])=O)[N:10]=1)=[O:4].P(Cl)(Cl)(Cl)=O.[NH2:29][CH:30]1[C:50](=[O:51])[N:32]2[C:33]([C:47]([OH:49])=[O:48])=[C:34]([CH2:37][S:38][C:39]3[N:43](CCO)[N:42]=[N:41][N:40]=3)[CH2:35][S:36][C@H:31]12.C[Si]([CH2:56][C:57](N)=[O:58])(C)C>C(OCC)(=O)C.O1CCCC1.CN(C)C=O>[F:22][C:2]([F:1])([F:23])[C:3]([NH:5][C:6]1[S:7][CH:8]=[C:9]([C:11](=[N:15][O:16][CH:17]2[CH2:21][CH2:20][CH2:19][CH2:18]2)[C:12]([NH:29][CH:30]2[C:50](=[O:51])[N:32]3[C:33]([C:47]([OH:49])=[O:48])=[C:34]([CH:37]([S:38][C:39]4[NH:43][N:42]=[N:41][N:40]=4)[CH2:56][CH2:57][OH:58])[CH2:35][S:36][C@H:31]23)=[O:14])[N:10]=1)=[O:4]. Procedure: A solution of 2-[2-(2,2,2-trifluoroacetamido)thiazol-4-yl]-2-cyclopentyloxyiminoacetic acid (syn isomer, 1.6 g.), dry N,N-dimethylformamide (0.4 g.), phosphoryl chloride (0.8 g.), dry ethyl acetate (1.6 ml.) and tetrahydrofuran (20 ml.), and a solution of 7-amino-3-[1-(2-hydroxyethyl)-1H-tetrazol-5-yl-thiomethyl]-3-cephem-4-carboxylic acid (1.5 g.), trimethylsilylacetamide (3.8 g.) and dry ethyl acetate (30 ml.) were treated in a similar manner to that of Example 1-(1) to give 7-[2-[2-(2,2,2-tri... The reactants are [Al+3], CCOC(=O)C1(n2cncn2)CCN(Cc2ccccc2)CC1, C1CCOC1, [H-], [H-], [H-], [H-], [Li+], [Na+], [OH-], O. The product is OCC1(n2cncn2)CCN(Cc2ccccc2)CC1. As a reaction SMILES: [Al+3:25].[CH2:1]([c:2]1[cH:3][cH:4][cH:5][cH:6][cH:7]1)[N:8]1[CH2:9][CH2:10][C:11]([n:14]2[n:15][cH:16][n:17][cH:18]2)([C:19](=[O:20])[O:21][CH2:22][CH3:23])[CH2:12][CH2:13]1.[CH2:33]1[O:34][CH2:35][CH2:36][CH2:37]1.[H-:24].[H-:27].[H-:28].[H-:29].[Li+:26].[Na+:32].[OH-:31].[OH2:30]>>[CH2:1]([c:2]1[cH:3][cH:4][cH:5][cH:6][cH:7]1)[N:8]1[CH2:9][CH2:10][C:11]([n:14]2[n:15][cH:16][n:17][cH:18]2)([CH2:19][OH:20])[CH2:12][CH2:13]1. Reactants: ClC1=CC=C(C(=O)C2=CC=C(C=C2)Cl)C=C1 (4,4'-dichlorobenzophenone), C(=C)[Mg]Br.C1CCOC1 (vinylmagnesium bromide THF), [NH4+].[Cl-] (NH4Cl). Run in CCOCC (ether). Conditions: time 20 minute. Yields the product ClC1=CC=C(C=C1)C(O)(C1OC1)C1=CC=C(C=C1)Cl (α,α-bis(4-Chlorophenyl)oxiranemethanol). Reaction SMILES: [Cl:1][C:2]1[CH:16]=[CH:15][C:5]([C:6]([C:8]2[CH:13]=[CH:12][C:11]([Cl:14])=[CH:10][CH:9]=2)=[O:7])=[CH:4][CH:3]=1.C([Mg]Br)=C.[CH2:21]1[CH2:25][O:24]CC1.[NH4+].[Cl-]>CCOCC>[Cl:1][C:2]1[CH:16]=[CH:15][C:5]([C:6]([C:8]2[CH:13]=[CH:12][C:11]([Cl:14])=[CH:10][CH:9]=2)([CH:21]2[CH2:25][O:24]2)[OH:7])=[CH:4][CH:3]=1 |f:1.2,3.4|. Procedure: To a solution of 6 g of 4,4'-dichlorobenzophenone in 200 mL of ether was added 30 mL of 1.4M vinylmagnesium bromide/THF at 0°. After being stirred at 25° for 20 minutes, the mixture was poured onto aqueous NH4Cl, partitioned, washed with brine, dried (MgSO4), filtered, and concentrated. The crude adduct was allowed to stand in 50 mL of methylene chloride with 5.8 g of m-chloroperbenzoic acid for 3 days at 25°. The mixture was diluted with CH2Cl2, washed with aqueous NaHSO3, aqueous NaHCO3, brine... Starting materials: CC(C)(C)[O-], CC(C)O, CC(C)O, Cl, [K+], O=C1CN2CCC1CC2. Product: OC1CN2CCC1CC2. As a reaction SMILES: [CH3:11][C:12]([CH3:13])([O-:14])[CH3:15].[CH:17]([OH:18])([CH3:19])[CH3:20].[CH:21]([OH:22])([CH3:23])[CH3:24].[ClH:1].[K+:16].[N:2]12[CH2:3][C:4](=[O:10])[CH:5]([CH2:6][CH2:7]1)[CH2:8][CH2:9]2>>[N:2]12[CH2:3][CH:4]([OH:10])[CH:5]([CH2:6][CH2:7]1)[CH2:8][CH2:9]2. Starting materials: Cc1cnc(CN)cn1, O=C(O)c1cccnc1Oc1ccc(F)cc1, O=S(Cl)Cl. The product is Cc1cnc(CNC(=O)c2cccnc2Oc2ccc(F)cc2)cn1. As a reaction SMILES: [CH3:18][c:19]1[n:20][cH:21][c:22]([CH2:25][NH2:26])[n:23][cH:24]1.[F:1][c:2]1[cH:3][cH:4][c:5]([O:6][c:7]2[c:8]([C:9](=[O:10])[OH:11])[cH:12][cH:13][cH:14][n:15]2)[cH:16][cH:17]1.[S:27]([Cl:28])([Cl:29])=[O:30]>>[F:1][c:2]1[cH:3][cH:4][c:5]([O:6][c:7]2[c:8]([C:9](=[O:11])[NH:26][CH2:25][c:22]3[cH:21][n:20][c:19]([CH3:18])[cH:24][n:23]3)[cH:12][cH:13][cH:14][n:15]2)[cH:16][cH:17]1.